The task is: describe an organic reaction: reactants, conditions, products, and yield. This data is from the Open Reaction Database (ORD), a public repository of structured organic reaction records. Reactants: NC=1C=C(C(=O)NC2=CC(=C(C=C2)F)F)C=CC1OC (3-Amino-4-methoxy-N-(3,4-difluorophenyl)-benzamide), ClC=1C=C(C=C(C1)Cl)S(=O)(=O)Cl (3,5-dichlorobenzenesulfonyl chloride). Run in N1=CC=CC=C1 (pyridine). Conditions: time 16 hour. Yields the product ClC=1C=C(C=C(C1)Cl)S(=O)(=O)NC=1C=C(C(=O)NC2=CC(=C(C=C2)F)F)C=CC1OC (3-(3,5-Dichloro-benzenesulfonylamino)-4-methoxy-N-(3,4-difluorophenyl)-benzamide). The yield is 94.4%. As a reaction SMILES: [NH2:1][C:2]1[CH:3]=[C:4]([CH:16]=[CH:17][C:18]=1[O:19][CH3:20])[C:5]([NH:7][C:8]1[CH:13]=[CH:12][C:11]([F:14])=[C:10]([F:15])[CH:9]=1)=[O:6].[Cl:21][C:22]1[CH:23]=[C:24]([S:29](Cl)(=[O:31])=[O:30])[CH:25]=[C:26]([Cl:28])[CH:27]=1>N1C=CC=CC=1>[Cl:28][C:26]1[CH:25]=[C:24]([S:29]([NH:1][C:2]2[CH:3]=[C:4]([CH:16]=[CH:17][C:18]=2[O:19][CH3:20])[C:5]([NH:7][C:8]2[CH:13]=[CH:12][C:11]([F:14])=[C:10]([F:15])[CH:9]=2)=[O:6])(=[O:30])=[O:31])[CH:23]=[C:22]([Cl:21])[CH:27]=1. Procedure details: A solution of 3-amino-4-methoxy-N-(3,4-difluorophenyl)-benzamide from Example 15 (0.834 g, 3.00 mmol), 3,5-dichlorobenzenesulfonyl chloride (0.736 g, 3.00 mmol) and a catalytic amount of 4-dimethylaaminopyridine in pyridine (10 mL) was stirred under nitrogen at room temperature. After 16 hours, the solvent was removed in vacuo and the residue shaken with a mixture of ethyl acetate and 1N HCl then filtered. The layers were separated and the organic layer washed with brine, dried with MgSO4, conce... Reactants: C([O-])(O)=O.[Na+] (sodium bicarbonate), [I-].[Na+] (sodium iodide), C[Si](C)(C)Cl (trimethylsilyl chloride), C(C)(C)(C)C=1C=C(C=CC1OC(C(C)(C)C)=O)OC (3-t-butyl-4-trimethylacetoxyanisole). Run in C(C)#N (acetonitrile). Product: C(C)(C)(C)C=1C=C(C=CC1OC(C(C)(C)C)=O)O (3-t-butyl-4-trimethylacetoxyphenol). Isolated yield 95.0%. RXN SMILES: [C:1]([C:5]1[CH:6]=[C:7]([O:18]C)[CH:8]=[CH:9][C:10]=1[O:11][C:12](=[O:17])[C:13]([CH3:16])([CH3:15])[CH3:14])([CH3:4])([CH3:3])[CH3:2].[I-].[Na+].C[Si](Cl)(C)C.C(=O)(O)[O-].[Na+]>C(#N)C>[C:1]([C:5]1[CH:6]=[C:7]([OH:18])[CH:8]=[CH:9][C:10]=1[O:11][C:12](=[O:17])[C:13]([CH3:16])([CH3:15])[CH3:14])([CH3:4])([CH3:2])[CH3:3] |f:1.2,4.5|. Procedure: 5.00 g of 3-t-butyl-4-trimethylacetoxyanisole was dissolved in 45 ml of acetonitrile and 4.54 g of sodium iodide was added at room temperature under a nitrogen stream and 3.84 ml of trimethylsilyl chloride was further added dropwise. This solution was refluxed for 6 hours, then poured into a saturated aqueous sodium bicarbonate solution and extracted with diethyl ether. The organic layers were washed with saturated brine, dried over anhydrous magnesium sulfate and then concentrated. The concentr... Starting materials: OS(=O)(=O)O (H2SO4), Cl.ON (hydroxyamine hydrochloride), tribromoacetaldehyde CBr3CHO, S(=O)(=O)([O-])[O-].[Na+].[Na+] (sodium sulfate), C(C)(=O)OCC (ethyl acetate), CC=1C=C(N)C=C(C1)C (3,5-dimethylaniline), ice water. Run in Cl (HCl), O (water), O (water), Cl (HCl). Run at time 10 minute. Product: CC1=C2C(C(NC2=CC(=C1)C)=O)=O (4,6-dimethylisatin). Yield: 20.0%. Reaction SMILES: S([O-])([O-])(=O)=O.[Na+].[Na+].[CH3:8][C:9]1[CH:10]=[C:11]([CH:13]=[C:14]([CH3:16])[CH:15]=1)[NH2:12].Cl.[OH:18]N.OS(O)(=O)=O.C([O:28][CH2:29][CH3:30])(=O)C>O.Cl>[CH3:8][C:9]1[CH:15]=[C:14]([CH3:16])[CH:13]=[C:11]2[C:10]=1[C:29](=[O:28])[C:30](=[O:18])[NH:12]2 |f:0.1.2,4.5|. Procedure: The procedure of Varma and Singh, Ind. J. Chem. 296:578-81 (1990), was adapted. To a solution of tribromoacetaldehyde CBr3CHO (6.80 g, 24 mmol, Aldrich) in water (60 mL) and 1N HCl (2 mL) was added successively sodium sulfate (6.20 g, 43 mmol), a solution of 3,5-dimethylaniline (2.54 g, 21 mmol) in 1N HCl (40 mL), and a solution of hydroxyamine hydrochloride (5.50 g, 79 mmol) in water (25 mL). The mixture was heated to vigorous boiling and kept boiling for 10 min then cooled in ice bath to room ... The reactants are FC(C(=C(C(C(F)(F)F)(F)F)F)C(F)(F)F)(F)F (Perfluoro-2-methylpent-2-ene), II (iodine). Reaction conditions: temperature -78 celsius, time 15 hour. Product: FC(C(C(C(C(F)(F)F)C(F)(F)F)F)(F)F)(F)F (1,1,1,2,2,3,5,5,5-nonafluoro-4-trifluoromethylpentane). Yield: 45.7%. As a reaction SMILES: [F:1][C:2]([F:18])([F:17])[C:3]([C:13]([F:16])([F:15])[F:14])=[C:4]([F:12])[C:5]([F:11])([F:10])[C:6]([F:9])([F:8])[F:7].II>>[F:7][C:6]([F:8])([F:9])[C:5]([F:10])([F:11])[CH:4]([F:12])[CH:3]([C:13]([F:15])([F:14])[F:16])[C:2]([F:18])([F:17])[F:1]. Procedure details: Perfluoro-2-methylpent-2-ene (3 g) and iodine (1.25 g) were sealed in a 10 mL pressure tube. The tube was cooled to -78° C., evacuated, and charged with 1500 psi of hydrogen at room temperature. The tube was then heated at 240° C. for 1 h, and 260° C. for 15 h. The tube was cooled, vented, and opened. The liquid was washed with water, giving 1,1,1,2,2,3,5,5,5-nonafluoro-4-trifluoromethylpentane (1.38 g) which was 99.5% pure by GC analysis. GC/IR 3000 cm-1, w (C-H); 1288 cm-1, vs (C-F); 1228 cm-1... Reactants: CCOC(=O)C (AcOEt), ICCCCCCCC (1-iodooctane), CO3, COC(=O)CCC1CNC2=C(C(=CC(=C12)C)C)NC(C(C)(C)C)=O (N-[3-(2-Methoxycarbonylethyl)-4,6-dimethylindolin-7-yl]-2,2-dimethylpropanamide). The solvent is CN(C)C=O (DMF). Run at temperature 40 celsius, time 10 hour. Yields the product C(CCCCCCC)N1CC(C2=C(C=C(C(=C12)NC(C(C)(C)C)=O)C)C)CCC(=O)OC (N-[(1 Octyl-3-(2-methoxycarbonylethyl)-4,6-dimethylindolin-7-yl)]-2,2-dimethylpropanamide). The yield is 82.2%. As a reaction SMILES: [CH3:1][O:2][C:3]([CH2:5][CH2:6][CH:7]1[C:15]2[C:10](=[C:11]([NH:18][C:19](=[O:24])[C:20]([CH3:23])([CH3:22])[CH3:21])[C:12]([CH3:17])=[CH:13][C:14]=2[CH3:16])[NH:9][CH2:8]1)=[O:4].I[CH2:26][CH2:27][CH2:28][CH2:29][CH2:30][CH2:31][CH2:32][CH3:33].CCOC(C)=O>CN(C=O)C>[CH2:26]([N:9]1[C:10]2[C:15](=[C:14]([CH3:16])[CH:13]=[C:12]([CH3:17])[C:11]=2[NH:18][C:19](=[O:24])[C:20]([CH3:21])([CH3:23])[CH3:22])[CH:7]([CH2:6][CH2:5][C:3]([O:2][CH3:1])=[O:4])[CH2:8]1)[CH2:27][CH2:28][CH2:29][CH2:30][CH2:31][CH2:32][CH3:33]. Reported procedure: N-[3-(2-Methoxycarbonylethyl)-4,6-dimethylindolin-7-yl]-2,2-dimethylpropanamide (1.0 g) was dissolved in DMF (10 ml) and 1-iodooctane (1.44 g) and K2 CO3 (830 g) were added, which was followed by stirring at 40° C. for 10 hr. AcOEt (100 ml) was added, and after washing with water, the mixture was dried over anhydrous sodium sulfate. AcOEt was evaporated under reduced pressure. The residue was purified by silica gel column chromatography (eluent: benzene/AcOEt=20/1−5/1) to give 1.1 g of the title... Reactants: COC1=C(C=C2CCC(C2=C1)=O)N1CCOCC1 (6-methoxy-5-morpholino-2,3-dihydro-1H-inden-1-one), ClC=1C=C(C=O)C=C(C1)C(F)(F)F (3-chloro-5-(trifluoromethyl)benzaldehyde), CC=1C=CC(=CC1)S(=O)(=O)O (PTSA). The solvent is C(C)(=O)OCC (ethyl acetate), C1(=CC=CC=C1)C (toluene). Run at temperature 120 celsius, time 6 hour. Product: ClC=1C=C(\C=C/2\C(C3=CC(=C(C=C3C2)N2CCOCC2)OC)=O)C=C(C1)C(F)(F)F ((E)-2-(3-chloro-5-(trifluoromethyl)benzylidene)-6-methoxy-5-morpholino-2,3-dihydro-1H-inden-1-one). As a reaction SMILES: [CH3:1][O:2][C:3]1[CH:11]=[C:10]2[C:6]([CH2:7][CH2:8][C:9]2=[O:12])=[CH:5][C:4]=1[N:13]1[CH2:18][CH2:17][O:16][CH2:15][CH2:14]1.[Cl:19][C:20]1[CH:21]=[C:22]([CH:25]=[C:26]([C:28]([F:31])([F:30])[F:29])[CH:27]=1)[CH:23]=O.CC1C=CC(S(O)(=O)=O)=CC=1>C1(C)C=CC=CC=1.C(OCC)(=O)C>[Cl:19][C:20]1[CH:21]=[C:22]([CH:25]=[C:26]([C:28]([F:29])([F:30])[F:31])[CH:27]=1)/[CH:23]=[C:8]1/[C:9](=[O:12])[C:10]2[C:6]([CH2:7]/1)=[CH:5][C:4]([N:13]1[CH2:14][CH2:15][O:16][CH2:17][CH2:18]1)=[C:3]([O:2][CH3:1])[CH:11]=2. Reported procedure: To a solution of 13 (100 mg, 0.404 mmol) in toluene 5 mL was added 3-chloro-5-(trifluoromethyl)benzaldehyde 48 (84.4 mg, 0.404 mmol). PTSA (153.9 mg, 0.809 mmol) was added to the reaction mass, then stirred at 120° C. for 6 h. The reaction mass was diluted with ethyl acetate and washed with water (3×25 mL). The organic layer was dried over sodium sulphate and concentrated to get the crude compound 49, which was purified through flash chromatography by using 100-200 mesh silica gel. The compound ... Reactants: BrC1=C(C2=C(N(C(N2)=O)C)C=C1)SCC (5-bromo-4-(ethylthio)-1-methyl-1,3-dihydro-2H-benzimidazol-2-one), CN1C(C2=C(C(=C1)B1OC(C(O1)(C)C)(C)C)C=CN2S(=O)(=O)C2=CC=C(C=C2)C)=O (6-methyl-1-[(4-methylphenyl)sulfonyl]-4-(4,4,5,5-tetramethyl-1,3,2-dioxaborolan-2-yl)-1,6-dihydro-7H-pyrrolo[2,3-c]pyridin-7-one). Yields the product C(C)SC1=C(C=CC=2N(C(NC21)=O)C)C=2C1=C(C(N(C2)C)=O)N(C=C1)S(=O)(=O)C1=CC=C(C=C1)C (4-(Ethylthio)-1-methyl-5-{6-methyl-1-[(4-methylphenyl)sulfonyl]-7-oxo-6,7-dihydro-1H-pyrrolo[2,3-c]pyridin-4-yl}-1,3-dihydro-2H-benzimidazol-2-one). RXN SMILES: Br[C:2]1[CH:12]=[CH:11][C:5]2[N:6]([CH3:10])[C:7](=[O:9])[NH:8][C:4]=2[C:3]=1[S:13][CH2:14][CH3:15].[CH3:16][N:17]1[CH:22]=[C:21](B2OC(C)(C)C(C)(C)O2)[C:20]2[CH:32]=[CH:33][N:34]([S:35]([C:38]3[CH:43]=[CH:42][C:41]([CH3:44])=[CH:40][CH:39]=3)(=[O:37])=[O:36])[C:19]=2[C:18]1=[O:45]>>[CH2:14]([S:13][C:3]1[C:4]2[NH:8][C:7](=[O:9])[N:6]([CH3:10])[C:5]=2[CH:11]=[CH:12][C:2]=1[C:21]1[C:20]2[CH:32]=[CH:33][N:34]([S:35]([C:38]3[CH:43]=[CH:42][C:41]([CH3:44])=[CH:40][CH:39]=3)(=[O:37])=[O:36])[C:19]=2[C:18](=[O:45])[N:17]([CH3:16])[CH:22]=1)[CH3:15]. Reported procedure: This compound was synthesized according to the procedure of Example 10, Step 5, using 5-bromo-4-(ethylthio)-1-methyl-1,3-dihydro-2H-benzimidazol-2-one and 6-methyl-1-[(4-methylphenyl)sulfonyl]-4-(4,4,5,5-tetramethyl-1,3,2-dioxaborolan-2-yl)-1,6-dihydro-7H-pyrrolo[2,3-c]pyridin-7-one as the starting materials. LCMS calculated for C25H25N4O4S2 (M+H)+: m/z=509.1. found: 509.1.